The task is: describe an organic reaction: reactants, conditions, products, and yield. This data is from the Open Reaction Database (ORD), a public repository of structured organic reaction records. Starting materials: O=C([O-])[O-], CCc1nc2ccccc2[nH]1, CC(C)(O)C1CCN(CCc2nc3c(N4CCOCC4)nc(Cl)nc3s2)CC1, [Cs+], [Cs+], C1COCCO1, O=C(C=Cc1ccccc1)C=Cc1ccccc1, O=C(C=Cc1ccccc1)C=Cc1ccccc1, O=C(C=Cc1ccccc1)C=Cc1ccccc1, [Pd], [Pd]. The product is CCc1nc2ccccc2n1-c1nc(N2CCOCC2)c2nc(CCN3CCC(C(C)(C)O)CC3)sc2n1. RXN SMILES: [C:40](=[O:41])([O-:42])[O-:43].[CH2:29]([CH3:30])[c:31]1[nH:32][c:33]2[c:34]([n:35]1)[cH:36][cH:37][cH:38][cH:39]2.[Cl:1][c:2]1[n:3][c:4]([N:23]2[CH2:24][CH2:25][O:26][CH2:27][CH2:28]2)[c:5]2[c:6]([n:7]1)[s:8][c:9]([CH2:11][CH2:12][N:13]1[CH2:14][CH2:15][CH:16]([C:19]([CH3:20])([CH3:21])[OH:22])[CH2:17][CH2:18]1)[n:10]2.[Cs+:44].[Cs+:45].[O:46]1[CH2:47][CH2:48][O:49][CH2:50][CH2:51]1.[O:54]=[C:55]([CH:56]=[CH:57][c:58]1[cH:59][cH:60][cH:61][cH:62][cH:63]1)[CH:64]=[CH:65][c:66]1[cH:67][cH:68][cH:69][cH:70][cH:71]1.[O:72]=[C:73]([CH:74]=[CH:75][c:76]1[cH:77][cH:78][cH:79][cH:80][cH:81]1)[CH:82]=[CH:83][c:84]1[cH:85][cH:86][cH:87][cH:88][cH:89]1.[O:90]=[C:91]([CH:92]=[CH:93][c:94]1[cH:95][cH:96][cH:97][cH:98][cH:99]1)[CH:100]=[CH:101][c:102]1[cH:103][cH:104][cH:105][cH:106][cH:107]1.[Pd:52].[Pd:53]>>[c:2]1(-[n:32]2[c:31]([CH2:29][CH3:30])[n:35][c:34]3[c:33]2[cH:39][cH:38][cH:37][cH:36]3)[n:3][c:4]([N:23]2[CH2:24][CH2:25][O:26][CH2:27][CH2:28]2)[c:5]2[c:6]([n:7]1)[s:8][c:9]([CH2:11][CH2:12][N:13]1[CH2:14][CH2:15][CH:16]([C:19]([CH3:20])([CH3:21])[OH:22])[CH2:17][CH2:18]1)[n:10]2.